Dataset: the Open Reaction Database (ORD), a public repository of structured organic reaction records. Task: describe an organic reaction: reactants, conditions, products, and yield The reactants are BrCC1=C(C(N=C(N1)C=1SC=CN1)C1=C(C=C(C=C1)Cl)Cl)C(=O)OCC (Ethyl 6-(bromomethyl)-4-(2,4-dichlorophenyl)-2-(thiazol-2-yl)-1,4-dihydropyrimidine-5-carboxylate), N1C[C@H](OCC1)CO ((S)-morpholin-2-ylmethanol). Product: ClC1=C(C=CC(=C1)Cl)C1N=C(NC(=C1C(=O)OCC)CN1C[C@H](OCC1)CO)C=1SC=CN1 (Ethyl 4-(2,4-dichlorophenyl)-6-(((S)-2-(hydroxymethyl)morpholino)methyl)-2-(thiazol-2-yl)-1,4-dihydropyrimidine-5-carboxylate). The yield is 33.2%. As a reaction SMILES: Br[CH2:2][C:3]1[NH:8][C:7]([C:9]2[S:10][CH:11]=[CH:12][N:13]=2)=[N:6][CH:5]([C:14]2[CH:19]=[CH:18][C:17]([Cl:20])=[CH:16][C:15]=2[Cl:21])[C:4]=1[C:22]([O:24][CH2:25][CH3:26])=[O:23].[NH:27]1[CH2:32][CH2:31][O:30][C@H:29]([CH2:33][OH:34])[CH2:28]1>>[Cl:21][C:15]1[CH:16]=[C:17]([Cl:20])[CH:18]=[CH:19][C:14]=1[CH:5]1[C:4]([C:22]([O:24][CH2:25][CH3:26])=[O:23])=[C:3]([CH2:2][N:27]2[CH2:32][CH2:31][O:30][C@H:29]([CH2:33][OH:34])[CH2:28]2)[NH:8][C:7]([C:9]2[S:10][CH:11]=[CH:12][N:13]=2)=[N:6]1. Reported procedure: Ethyl 6-(bromomethyl)-4-(2,4-dichlorophenyl)-2-(thiazol-2-yl)-1,4-dihydropyrimidine-5-carboxylate (0.95 g, 2 mmol) was reacted with (S)-morpholin-2-ylmethanol (0.34 g, 2.2 mmol) according to the procedure as described in Example 25, Step B to give the title compound as a yellow solid (0.34 g, 33%). The compound was characterized by the following spectroscopic data: Reactants: O=C([O-])[O-], CCOC(=O)C(Cl)(Cl)CCCCCCCCCCCCBr, CN(C)C=O, [K+], [K+], O, Sc1ccccc1. The product is BrCCCCCCCCC=Cc1ccccc1. Reaction SMILES: [C:1](=[O:2])([O-:3])[O-:4].[CH2:14]([O:15][C:16](=[O:17])[C:18]([Cl:19])([Cl:20])[CH2:32][CH2:33][CH2:21][CH2:22][CH2:23][CH2:24][CH2:25][CH2:26][CH2:27][CH2:28][CH2:29][CH2:30][Br:31])[CH3:34].[CH3:36][N:37]([CH3:38])[CH:39]=[O:40].[K+:5].[K+:6].[OH2:35].[SH:7][c:8]1[cH:9][cH:10][cH:11][cH:12][cH:13]1>>[c:8]1([CH:21]=[CH:22][CH2:23][CH2:24][CH2:25][CH2:26][CH2:27][CH2:28][CH2:29][CH2:30][Br:31])[cH:9][cH:10][cH:11][cH:12][cH:13]1. The reactants are FC1(CCN(CC1)C(=O)C=1NC2=CC=C(C=C2C1)OC1CCN(CC1)C(C)C)F ((4,4-Difluoro-piperidin-1-yl)-[5-(1-isopropyl-piperidin-4-yloxy)-1H-indol-2-yl]-methanone), FC1(CCN(CC1)C(=O)C=1NC2=CC=C(C=C2C1)OC1CCN(CC1)C(C)C)F ((4,4-Difluoro-piperidin-1-yl)-[5-(1-isopropyl-piperidin-4-yloxy)-1H-indol-2-yl]-methanone), ClC1=CC=C(C=C1)B(O)O (4-chlorophenylboronic acid). Yields the product ClC1=CC=C(C=C1)N1C(=CC2=CC(=CC=C12)OC1CCN(CC1)C(C)C)C(=O)N1CCC(CC1)(F)F ([1-(4-Chloro-phenyl)-5-(1-isopropyl-piperidin-4-yloxy)-1H-indol-2-yl]-(4,4-difluoro-piperidin-1-yl)-methanone). Reaction SMILES: [F:1][C:2]1([F:29])[CH2:7][CH2:6][N:5]([C:8]([C:10]2[NH:11][C:12]3[C:17]([CH:18]=2)=[CH:16][C:15]([O:19][CH:20]2[CH2:25][CH2:24][N:23]([CH:26]([CH3:28])[CH3:27])[CH2:22][CH2:21]2)=[CH:14][CH:13]=3)=[O:9])[CH2:4][CH2:3]1.[Cl:30][C:31]1[CH:36]=[CH:35][C:34](B(O)O)=[CH:33][CH:32]=1>>[Cl:30][C:31]1[CH:36]=[CH:35][C:34]([N:11]2[C:12]3[C:17](=[CH:16][C:15]([O:19][CH:20]4[CH2:25][CH2:24][N:23]([CH:26]([CH3:27])[CH3:28])[CH2:22][CH2:21]4)=[CH:14][CH:13]=3)[CH:18]=[C:10]2[C:8]([N:5]2[CH2:6][CH2:7][C:2]([F:1])([F:29])[CH2:3][CH2:4]2)=[O:9])=[CH:33][CH:32]=1. Reported procedure: In analogy to the procedure described for the synthesis of example 6, the title compound was synthesized from (4,4-difluoro-piperidin-1-yl)-[5-(1-isopropyl-piperidin-4-yloxy)-1H-indol-2-yl]-methanone (intermediate 1) and 4-chlorophenylboronic acid. The title compound was obtained in 93% yield as light yellow foam. MS (m/e): 516.2 (MH+, 100%). Starting materials: C(C)OC(CC=1C=C(C(=CC1)OC)C1=C(C=C(C=C1)C(F)(F)F)C=O)=O ((2′-formyl-6-methoxy-4′-trifluoromethyl-biphenyl-3-yl)-acetic acid ethyl ester), C(C)N (ethylamine), C(#N)[BH3-].[Na+] (Sodium cyanoborohydride), C(C)(=O)O (acetic acid). Solvent: CO (MeOH). Yields the product C(C)OC(CC=1C=C(C(=CC1)OC)C1=C(C=C(C=C1)C(F)(F)F)CNCC)=O ((2′-Ethylaminomethyl-6-methoxy-4′-trifluoromethyl-biphenyl-3-yl)-acetic acid ethyl ester). RXN SMILES: [CH2:1]([O:3][C:4](=[O:26])[CH2:5][C:6]1[CH:7]=[C:8]([C:14]2[CH:19]=[CH:18][C:17]([C:20]([F:23])([F:22])[F:21])=[CH:16][C:15]=2[CH:24]=O)[C:9]([O:12][CH3:13])=[CH:10][CH:11]=1)[CH3:2].[CH2:27]([NH2:29])[CH3:28].C(O)(=O)C.C([BH3-])#N.[Na+]>CO>[CH2:1]([O:3][C:4](=[O:26])[CH2:5][C:6]1[CH:7]=[C:8]([C:14]2[CH:19]=[CH:18][C:17]([C:20]([F:22])([F:21])[F:23])=[CH:16][C:15]=2[CH2:24][NH:29][CH2:27][CH3:28])[C:9]([O:12][CH3:13])=[CH:10][CH:11]=1)[CH3:2] |f:3.4|. Procedure details: To (2′-formyl-6-methoxy-4′-trifluoromethyl-biphenyl-3-yl)-acetic acid ethyl ester (1.0 g, 2.73 mmol) in MeOH (8 mL) was added ethylamine (2M in THF; 5 mL, 10 mmol), followed by acetic acid (0.23 mL, 4.09 mmol). Sodium cyanoborohydride (0.260 g, 4.14 mmol) was then added, and the reaction was stirred at room temperature and monitored by analytical LCMS. The reaction never reached completion, so the mixture was concentrated and partitioned between EtOAc and saturated aqueous NaHCO3. The aqueous la... Reaction SMILES: [Cl:1][C:2]1[C:11]2[C:6](=[CH:7][CH:8]=[CH:9][CH:10]=2)[N:5]=[CH:4][CH:3]=1.[N+:12]([O-])([OH:14])=[O:13].OS(O)(=O)=O>>[Cl:1][C:2]1[C:11]2[C:6](=[C:7]([N+:12]([O-:14])=[O:13])[CH:8]=[CH:9][CH:10]=2)[N:5]=[CH:4][CH:3]=1. Isolated yield 36.0%. Yields the product ClC1=CC=NC2=C(C=CC=C12)[N+](=O)[O-] (4-chloro-8-nitroquinoline). Reported procedure: In a similar fashion using route 11 general procedure 57, 4-chloroquinoline 462 (5.0 g, 30.7 mmol), fuming HNO3 (8.3 ml) and concentrated H2SO4 (16.6 ml) to give the title compound (2.3 g, 36%) which was used in the next step without further purification. The reactants are ClC1=CC=NC2=CC=CC=C12 (4-chloroquinoline), [N+](=O)(O)[O-] (HNO3), OS(=O)(=O)O (H2SO4). The reactants are C=1C=CC2=C(C1)N=NN2O (HOBT), Cl.Cl.COC=1C=C(C=CC1N1C=NC(=C1)C)/C=C/C(=O)NN ((E)-3-[3-methoxy-4-(4-methyl-1H-imidazol-1-yl)phenyl]acrylic acid hydrazide dihydrochloride), FC=1C=C(C(=O)O)C=CC1 (3-fluorobenzoic acid), C(C)(C)N(CC)C(C)C (IPEA). Solvent: O (water), C(C)(=O)OCC (Ethyl acetate), CN(C)C=O (DMF), C(CCl)Cl (EDC). Reaction conditions: time 12 hour. Yields the product COC=1C=C(C=CC1N1C=NC(=C1)C)/C=C/C(=O)NNC(C1=CC(=CC=C1)F)=O (3-fluorobenzoic acid N′-{(E)-3-[3-methoxy-4-(4-methyl-1H-imidazol-1-yl)phenyl]acryloyl}hydrazide). Isolated yield 62.7%. Reaction SMILES: C1C=CC2N(O)N=NC=2C=1.Cl.Cl.[CH3:13][O:14][C:15]1[CH:16]=[C:17](/[CH:27]=[CH:28]/[C:29]([NH:31][NH2:32])=[O:30])[CH:18]=[CH:19][C:20]=1[N:21]1[CH:25]=[C:24]([CH3:26])[N:23]=[CH:22]1.[F:33][C:34]1[CH:35]=[C:36]([CH:40]=[CH:41][CH:42]=1)[C:37](O)=[O:38].C(N(C(C)C)CC)(C)C>CN(C=O)C.O.C(OCC)(=O)C.C(Cl)CCl>[CH3:13][O:14][C:15]1[CH:16]=[C:17](/[CH:27]=[CH:28]/[C:29]([NH:31][NH:32][C:37](=[O:38])[C:36]2[CH:40]=[CH:41][CH:42]=[C:34]([F:33])[CH:35]=2)=[O:30])[CH:18]=[CH:19][C:20]=1[N:21]1[CH:25]=[C:24]([CH3:26])[N:23]=[CH:22]1 |f:1.2.3|. Procedure details: HOBT (70 mg) and EDC (100 mg) were added to a solution of (E)-3-[3-methoxy-4-(4-methyl-1H-imidazol-1-yl)phenyl]acrylic acid hydrazide dihydrochloride (120 mg), 3-fluorobenzoic acid (49 mg) and IPEA (0.37 mL) in DMF, and the reaction solution was stirred at room temperature for 12 hours. Ethyl acetate and water were added to the reaction solution, and the precipitated solid was collected by filtration to obtain 86 mg of the title compound. The property value of the compound is as follows. Starting materials: CCO, Cc1ccc2c(Cl)ccnc2n1, CC(=O)Nc1ccc(Sc2ccc(OCc3cccc([N+](=O)[O-])c3)cc2N)cc1. Yields the product CC(=O)Nc1ccc(Sc2ccc(OCc3cccc([N+](=O)[O-])c3)cc2Nc2ccnc3nc(C)ccc23)cc1. RXN SMILES: [CH3:42][CH2:43][OH:44].[Cl:1][c:2]1[c:3]2[cH:4][cH:5][c:6]([CH3:12])[n:7][c:8]2[n:9][cH:10][cH:11]1.[NH2:13][c:14]1[c:15]([S:31][c:32]2[cH:33][cH:34][c:35]([NH:38][C:39]([CH3:40])=[O:41])[cH:36][cH:37]2)[cH:16][cH:17][c:18]([O:20][CH2:21][c:22]2[cH:23][c:24]([N+:28](=[O:29])[O-:30])[cH:25][cH:26][cH:27]2)[cH:19]1>>[c:2]1([NH:13][c:14]2[c:15]([S:31][c:32]3[cH:33][cH:34][c:35]([NH:38][C:39]([CH3:40])=[O:41])[cH:36][cH:37]3)[cH:16][cH:17][c:18]([O:20][CH2:21][c:22]3[cH:23][c:24]([N+:28](=[O:29])[O-:30])[cH:25][cH:26][cH:27]3)[cH:19]2)[c:3]2[cH:4][cH:5][c:6]([CH3:12])[n:7][c:8]2[n:9][cH:10][cH:11]1. Reactants: O (water), ClC1=C(C(=O)C2C(CCCC2=O)=O)C=CC(=C1)S(=O)(=O)C (2-(2-Chloro-4-methanesulfonylbenzoyl)-cyclohexane-1,3-dione), CN(C=O)C (dimethylformamide), C(C(=O)Cl)(=O)Cl (oxalyl chloride). Solvent: C(Cl)Cl (methylene chloride). Product: ClC1=C(C(CCC1)=O)C(C1=C(C=C(C=C1)S(=O)(=O)C)Cl)=O (3-chloro-2-(2chloro-4-methanesulfonylbenzoyl)cyclohex-2-enone). Isolated yield 70.1%. RXN SMILES: [Cl:1][C:2]1[CH:17]=[C:16]([S:18]([CH3:21])(=[O:20])=[O:19])[CH:15]=[CH:14][C:3]=1[C:4]([CH:6]1[C:11](=[O:12])[CH2:10][CH2:9][CH2:8][C:7]1=O)=[O:5].C(Cl)(=O)C([Cl:25])=O.CN(C)C=O.O>C(Cl)Cl>[Cl:25][C:7]1[CH2:8][CH2:9][CH2:10][C:11](=[O:12])[C:6]=1[C:4](=[O:5])[C:3]1[CH:14]=[CH:15][C:16]([S:18]([CH3:21])(=[O:20])=[O:19])=[CH:17][C:2]=1[Cl:1]. Procedure details: 2-(2-Chloro-4-methanesulfonylbenzoyl)-cyclohexane-1,3-dione (9.8 g, 30 millimole) was dissolved in 100 ml methylene chloride and stirred at room temperature. To this solution was added oxalyl chloride (5.7 g, 45 mmol) followed by dimethylformamide (0.5 ml) in portions small enough to control effervescence. The resulting solution was stirred for 4 hours and then poured into water and extracted with methylene chloride. The organic layer was washed again with water, saturated K2CO3 solution and the... The reactants are S1C(SCC1)CC=1C(=NC=NC1Cl)Cl (5-[(1,3-dithiolan-2-yl)methyl]-4,6-dichloropyrimidine), C(C)#N (acetonitrile), C([O-])([O-])=O.[Ca+2] (calcium carbonate). The reagents and catalysts are [Hg](Cl)Cl (mercury dichloride). The solvent is O (water). Yields the product ClC1=NC=NC(=C1CC=O)Cl ((4,6-dichloro-pyrimidin-5-yl)-acetaldehyde). Isolated yield 87.0%. Reaction SMILES: S1CCS[CH:2]1[CH2:6][C:7]1[C:8]([Cl:14])=[N:9][CH:10]=[N:11][C:12]=1[Cl:13].C(#N)C.C(=O)([O-])[O-:19].[Ca+2]>[Hg](Cl)Cl.O>[Cl:14][C:8]1[C:7]([CH2:6][CH:2]=[O:19])=[C:12]([Cl:13])[N:11]=[CH:10][N:9]=1 |f:2.3|. Procedure details: 5-[(1,3-dithiolan-2-yl)methyl]-4,6-dichloropyrimidine (compound of the formula IV-1, 13.4 g, 0.05 mol) was added to 200 mL of a 4:1 mixture of acetonitrile and water, and mercury dichloride (27.1 g, 0.1 mol) and calcium carbonate (10 g, 0.1 mol) were then further added with stirring. After 6 hours of reaction at the room temperature, suction filtration was carried out. The solid was washed with acetonitrile and then the combined filtrate was subjected to solvent removal, followed by the addition... Reactants: COC(=O)c1csc(NC(=O)C(NC(=O)C(N)c2ccc(NC(C)=O)cc2)C(C)c2ccccc2)n1, CCOC(C)=O, ClCCl, O=C(Cl)OC(Cl)(Cl)Cl. The product is COC(=O)c1csc(NC(=O)C(C(C)c2ccccc2)N2C(=O)NC(c3ccc(NC(C)=O)cc3)C2=O)n1. Reaction SMILES: [CH3:1][O:2][C:3](=[O:4])[c:5]1[n:6][c:7]([NH:10][C:11]([CH:12]([CH:13]([CH3:14])[c:15]2[cH:16][cH:17][cH:18][cH:19][cH:20]2)[NH:21][C:22]([CH:23]([NH2:24])[c:25]2[cH:26][cH:27][c:28]([NH:31][C:32]([CH3:33])=[O:34])[cH:29][cH:30]2)=[O:35])=[O:36])[s:8][cH:9]1.[CH3:48][CH2:49][O:50][C:51](=[O:52])[CH3:53].[Cl:45][CH2:46][Cl:47].[O:37]=[C:38]([Cl:39])[O:40][C:41]([Cl:42])([Cl:43])[Cl:44]>>[CH3:1][O:2][C:3](=[O:4])[c:5]1[n:6][c:7]([NH:10][C:11]([CH:12]([CH:13]([CH3:14])[c:15]2[cH:16][cH:17][cH:18][cH:19][cH:20]2)[N:21]2[C:22](=[O:35])[CH:23]([c:25]3[cH:26][cH:27][c:28]([NH:31][C:32]([CH3:33])=[O:34])[cH:29][cH:30]3)[NH:24][C:38]2=[O:37])=[O:36])[s:8][cH:9]1.